From a dataset of the Open Reaction Database (ORD), a public repository of structured organic reaction records. describe an organic reaction: reactants, conditions, products, and yield Reactants: C(C)OC(C1=CC(=CC(=C1)C(F)(F)F)SC1=C(NC2=CC(=CC=C12)Cl)C)=O (3-(6-Chloro-2-methyl-1H-indol-3-ylsulfanyl)-5-trifluoromethyl-benzoic acid ethyl ester), BrC=1C=NN(C1)C (4-bromo-1-methylpyrazole). Yields the product C(C)OC(C1=CC(=CC(=C1)C(F)(F)F)SC1=C(N(C2=CC(=CC=C12)Cl)C=1C=NN(C1)C)C)=O (3-[6-Chloro-1-(1-methyl-1H-pyrazol-4-yl)-2-methyl-1H-indol-3-ylsulfanyl]-5-trifluoromethyl-benzoic acid ethyl ester). Reaction SMILES: [CH2:1]([O:3][C:4](=[O:27])[C:5]1[CH:10]=[C:9]([C:11]([F:14])([F:13])[F:12])[CH:8]=[C:7]([S:15][C:16]2[C:24]3[C:19](=[CH:20][C:21]([Cl:25])=[CH:22][CH:23]=3)[NH:18][C:17]=2[CH3:26])[CH:6]=1)[CH3:2].Br[C:29]1[CH:30]=[N:31][N:32]([CH3:34])[CH:33]=1>>[CH2:1]([O:3][C:4](=[O:27])[C:5]1[CH:10]=[C:9]([C:11]([F:13])([F:14])[F:12])[CH:8]=[C:7]([S:15][C:16]2[C:24]3[C:19](=[CH:20][C:21]([Cl:25])=[CH:22][CH:23]=3)[N:18]([C:29]3[CH:30]=[N:31][N:32]([CH3:34])[CH:33]=3)[C:17]=2[CH3:26])[CH:6]=1)[CH3:2]. Procedure details: Prepared according to the procedure described in Example 42, Step 4, using the following starting materials: 3-(6-Chloro-2-methyl-1H-indol-3-ylsulfanyl)-5-trifluoromethyl-benzoic acid ethyl ester and 4-bromo-1-methylpyrazole. Reactants: O=C1CCCCC(CCc2nc3cc(Br)cnc3[nH]2)N1, CCN1CCN(S(=O)(=O)c2ccc(B3OC(C)(C)C(C)(C)O3)cc2)CC1, [Na+], [Na+], O=C([O-])[O-], O=C1CCCCC(CCc2nc3cc(-c4ccccc4)cnc3[nH]2)N1. Yields the product CCN1CCN(S(=O)(=O)c2ccc(-c3cnc4[nH]c(CCC5CCCCC(=O)N5)nc4c3)cc2)CC1. As a reaction SMILES: [Br:26][c:27]1[cH:28][c:29]2[n:30][c:31]([CH2:32][CH2:33][CH:34]3[NH:35][C:36](=[O:37])[CH2:38][CH2:39][CH2:40][CH2:41]3)[nH:42][c:43]2[n:44][cH:45]1.[CH2:52]([CH3:53])[N:54]1[CH2:55][CH2:56][N:57]([S:60](=[O:61])(=[O:62])[c:63]2[cH:64][cH:65][c:66]([B:67]3[O:68][C:69]([CH3:70])([CH3:71])[C:72]([CH3:73])([CH3:74])[O:75]3)[cH:76][cH:77]2)[CH2:58][CH2:59]1.[Na+:46].[Na+:47].[O-:48][C:49](=[O:50])[O-:51].[c:1]1(-[c:7]2[cH:8][c:9]3[c:10]([n:11][cH:12]2)[nH:13][c:14]([CH2:16][CH2:17][CH:18]2[CH2:19][CH2:20][CH2:21][CH2:22][C:23](=[O:25])[NH:24]2)[n:15]3)[cH:2][cH:3][cH:4][cH:5][cH:6]1>>[c:1]1(-[c:7]2[cH:8][c:9]3[c:10]([n:11][cH:12]2)[nH:13][c:14]([CH2:16][CH2:17][CH:18]2[CH2:19][CH2:20][CH2:21][CH2:22][C:23](=[O:25])[NH:24]2)[n:15]3)[cH:2][cH:3][c:4]([S:60]([N:57]2[CH2:56][CH2:55][N:54]([CH2:52][CH3:53])[CH2:59][CH2:58]2)(=[O:61])=[O:62])[cH:5][cH:6]1. Starting materials: BrC1=CC=2N3C4=C(C=C(C=C4SC2C=C1)OC)C(C(=C3)CC=3C=NC=CC3)=O (10-bromo-5-methoxy-2-(3-pyridylmethyl)-3H-pyrido[3,2,1-kl]phenothiazin-3-one), N1=CN=CC(=C1)C=O (pyrimidine-5-aldehyde). Product: BrC1=CC=2N3C4=C(C=C(C=C4SC2C=C1)OC)C(C(=C3)CC=3C=NC=NC3)=O (10-bromo-5-methoxy-2-(5-pyrimidinylmethyl)-3H-pyrido[3,2,1-kl]phenothiazin-3-one). The yield is 89.8%. As a reaction SMILES: [Br:1][C:2]1[CH:15]=[CH:14][C:13]2[S:12][C:11]3[C:6]4=[C:7]([C:18](=[O:28])[C:19]([CH2:21][C:22]5[CH:23]=[N:24][CH:25]=C[CH:27]=5)=[CH:20][N:5]4[C:4]=2[CH:3]=1)[CH:8]=[C:9]([O:16][CH3:17])[CH:10]=3.[N:29]1C=C(C=O)C=NC=1>>[Br:1][C:2]1[CH:15]=[CH:14][C:13]2[S:12][C:11]3[C:6]4=[C:7]([C:18](=[O:28])[C:19]([CH2:21][C:22]5[CH:23]=[N:24][CH:25]=[N:29][CH:27]=5)=[CH:20][N:5]4[C:4]=2[CH:3]=1)[CH:8]=[C:9]([O:16][CH3:17])[CH:10]=3. Reported procedure: According to Example 1 <step 4>, the compound (2 g) produced in Example 36 <step 2> was reacted with pyrimidine-5-aldehyde (3.11 g) to obtain the title compound (1.8 g; 72%). Reported procedure: 7 g (20.2 mmol) of (S)-(+)-ethyl-7-chloro-11,12,13,13a-tetrahydro-9-oxo-9H-imidazo[1,5-a]pyrrolo[2,1-c][1,4]benzodiazepine-1-carboxylate and 950 mg (23.8 mmol) of sodium hydroxide are heated to boiling under reflux for 30 minutes in 20 ml of alcohol and 4 ml of water. After evaporation of the ethanol, the residue is made acid with 23.7 ml of 1 N hydrochloric acid. The white material obtained is filtered off under suction, washed with a small amount of water and dried. There is obtained (S)-7-chl... Reactants: C(C)OC(=O)C=1N=CN2C1[C@H]1N(C(C3=C2C=CC(=C3)Cl)=O)CCC1 ((S)-(+)-ethyl-7-chloro-11,12,13,13a-tetrahydro-9-oxo-9H-imidazo[1,5-a]pyrrolo[2,1-c][1,4]benzodiazepine-1-carboxylate), [OH-].[Na+] (sodium hydroxide). Solvent: O (water), alcohol. Reaction SMILES: C([O:3][C:4]([C:6]1[N:7]=[CH:8][N:9]2[C:15]3[CH:16]=[CH:17][C:18]([Cl:20])=[CH:19][C:14]=3[C:13](=[O:21])[N:12]3[CH2:22][CH2:23][CH2:24][C@H:11]3[C:10]=12)=[O:5])C.[OH-].[Na+]>O>[Cl:20][C:18]1[CH:17]=[CH:16][C:15]2[N:9]3[CH:8]=[N:7][C:6]([C:4]([OH:5])=[O:3])=[C:10]3[C@@H:11]3[CH2:24][CH2:23][CH2:22][N:12]3[C:13](=[O:21])[C:14]=2[CH:19]=1 |f:1.2|. Product: ClC=1C=CC2=C(C(N3[C@H](C=4N2C=NC4C(=O)O)CCC3)=O)C1 ((S)-7-chloro-11,12,13,13a-tetrahydro-9-oxo-9H-imidazo[1,5-a]pyrrolo[2,1-c][1,4]benzodiazepine-1-carboxylic acid). Reactants: Cc1cc(=O)c2cc(F)c(OCc3ccccc3)cc2[nH]1, O=P(Cl)(Cl)Cl. Product: Cc1cc(Cl)c2cc(F)c(OCc3ccccc3)cc2n1. RXN SMILES: [CH2:1]([c:2]1[cH:3][cH:4][cH:5][cH:6][cH:7]1)[O:8][c:9]1[c:10]([F:21])[cH:11][c:12]2[c:13](=[O:20])[cH:14][c:15]([CH3:19])[nH:16][c:17]2[cH:18]1.[P:22]([Cl:23])([Cl:24])([Cl:25])=[O:26]>>[CH2:1]([c:2]1[cH:3][cH:4][cH:5][cH:6][cH:7]1)[O:8][c:9]1[c:10]([F:21])[cH:11][c:12]2[c:13]([Cl:24])[cH:14][c:15]([CH3:19])[n:16][c:17]2[cH:18]1. Starting materials: O1CCN(CC1)C(CC(=O)OC(C)(C)C)=O (tert-butyl 3-morpholino-3-oxopropanoate), [Cl-].[NH4+] (ammonium chloride), [H-].[Na+] (NaH), CC1=CC=C(C=C1)S(=O)(=O)OC[C@H]1N(CC2=CC=CC=C2C1)S(=O)(=O)C1=CC=C(C=C1)C ({(3S)-2-[(4-Methylphenyl)sulphonyl]-1,2,3,4-tetrahydroisoquinolin-3-yl}methyl 4-methylbenzenesulphonate). Solvent: CC(C)(C)OC (MTBE), CC(C)(C)OC (MTBE). Conditions: time 1 hour. Yields the product CC1=CC=C(C=C1)S(=O)(=O)N1CC2=CC=CC=C2C[C@H]1CC(C(=O)OC(C)(C)C)C(=O)N1CCOCC1 (tert-Butyl 2-({(3R)-2-[(4-methylphenyl)sulphonyl]-1,2,3,4-tetrahydroisoquinolin-3-yl}methyl)-3-(morpholin-4-yl)-3-oxopropanoate). Reaction SMILES: [H-].[Na+].[O:3]1[CH2:8][CH2:7][N:6]([C:9](=[O:18])[CH2:10][C:11]([O:13][C:14]([CH3:17])([CH3:16])[CH3:15])=[O:12])[CH2:5][CH2:4]1.CC1C=CC(S(O[CH2:30][C@@H:31]2[CH2:40][C:39]3[C:34](=[CH:35][CH:36]=[CH:37][CH:38]=3)[CH2:33][N:32]2[S:41]([C:44]2[CH:49]=[CH:48][C:47]([CH3:50])=[CH:46][CH:45]=2)(=[O:43])=[O:42])(=O)=O)=CC=1.[Cl-].[NH4+]>CC(OC)(C)C>[CH3:50][C:47]1[CH:48]=[CH:49][C:44]([S:41]([N:32]2[C@H:31]([CH2:30][CH:10]([C:9]([N:6]3[CH2:5][CH2:4][O:3][CH2:8][CH2:7]3)=[O:18])[C:11]([O:13][C:14]([CH3:15])([CH3:17])[CH3:16])=[O:12])[CH2:40][C:39]3[C:34](=[CH:35][CH:36]=[CH:37][CH:38]=3)[CH2:33]2)(=[O:42])=[O:43])=[CH:45][CH:46]=1 |f:0.1,4.5|. Reported procedure: To a suspension of 1 g of NaH (60%) (25.08 mmol) in 30 mL of MTBE there are added, dropwise, a solution of 5 g of tert-butyl 3-morpholino-3-oxopropanoate (21.81 mmol) in 20 mL of anhydrous MTBE. This suspension is stirred at ambient temperature for 1 hour and then the compound obtained in Step A is added in the form of a powder. The batch is stirred at 60° C. for 30 hours. 100 mL of saturated aqueous ammonium chloride solution are added. The resulting solution is extracted with dichloromethane. ... Starting materials: COC(=O)c1ccc(OCc2c(-c3ccc(F)c(F)c3)noc2CO)nc1, C[Al](C)C, NC1CCOCC1, C1COCCO1. Yields the product O=C(NC1CCOCC1)c1ccc(OCc2c(-c3ccc(F)c(F)c3)noc2CO)nc1. Reaction SMILES: [CH3:12][O:13][C:14]([c:15]1[cH:16][n:17][c:18]([O:21][CH2:22][c:23]2[c:24](-[c:30]3[cH:31][c:32]([F:37])[c:33]([F:36])[cH:34][cH:35]3)[n:25][o:26][c:27]2[CH2:28][OH:29])[cH:19][cH:20]1)=[O:38].[CH3:1][Al:2]([CH3:3])[CH3:4].[NH2:5][CH:6]1[CH2:7][CH2:8][O:9][CH2:10][CH2:11]1.[O:39]1[CH2:40][CH2:41][O:42][CH2:43][CH2:44]1>>[NH:5]([CH:6]1[CH2:7][CH2:8][O:9][CH2:10][CH2:11]1)[C:14](=[O:13])[c:15]1[cH:16][n:17][c:18]([O:21][CH2:22][c:23]2[c:24](-[c:30]3[cH:31][c:32]([F:37])[c:33]([F:36])[cH:34][cH:35]3)[n:25][o:26][c:27]2[CH2:28][OH:29])[cH:19][cH:20]1. Reactants: C(C)OC(C(CCCCCCCC)OC1=CC=C(C=C1)C1=CCCCC1)=O (α-[p-(1cyclohexenyl)-phenoxy]-decanoic acid ethyl ester), [OH-].[Na+] (sodium hydroxide). The solvent is C(C)O (ethanol), C(C)O (ethanol). Conditions: time 3 hour. Yields the product C1(=CCCCC1)C1=CC=C(OC(C(=O)O)CCCCCCCC)C=C1 (α-[p-(1-cyclohexenyl)-phenoxy]-decanoic acid). As a reaction SMILES: C([O:3][C:4](=[O:27])[CH:5]([O:14][C:15]1[CH:20]=[CH:19][C:18]([C:21]2[CH2:26][CH2:25][CH2:24][CH2:23][CH:22]=2)=[CH:17][CH:16]=1)[CH2:6][CH2:7][CH2:8][CH2:9][CH2:10][CH2:11][CH2:12][CH3:13])C.[OH-].[Na+]>C(O)C>[C:21]1([C:18]2[CH:17]=[CH:16][C:15]([O:14][CH:5]([CH2:6][CH2:7][CH2:8][CH2:9][CH2:10][CH2:11][CH2:12][CH3:13])[C:4]([OH:27])=[O:3])=[CH:20][CH:19]=2)[CH2:26][CH2:25][CH2:24][CH2:23][CH:22]=1 |f:1.2|. Procedure details: To 22.7 g of α-[p-(1cyclohexenyl)-phenoxy]-decanoic acid ethyl ester in 120 ml of ethanol are added 100 ml of 2N sodium hydroxide solution and the mixture stirred for 3 hours at room temperature. The ethanol is stripped off in vacuo and the residue partitioned between 2N hydrochloric acid and ether. The organic phase is washed until neutral, dried over sodium sulphate and evaporated to dryness. Distillation of the residue at 0.03 mm yields in the fraction boiling at 175°-180° C the α-[p-(1-cyclo...